This data is from the Open Reaction Database (ORD), a public repository of structured organic reaction records. The task is: describe an organic reaction: reactants, conditions, products, and yield Starting materials: C(C)(C)(C)[Si](OC(C(=S)N1CC2=C(CC1)N=C(O2)C2=CC=CC=C2)CC)(C)C (2-(tert-butyl-dimethyl-silanyloxy)-1-(2-phenyl-6,7-dihydro-4H-oxazolo[5,4-c]pyridin-5-yl)-butan-1-thione), C(=O)(C(F)(F)F)O (TFA). The solvent is C(Cl)Cl (DCM). Reaction conditions: time 4 hour. The product is OC(C(=S)N1CC2=C(CC1)N=C(O2)C2=CC=CC=C2)CC (2-hydroxy-1-(2-phenyl-6,7-dihydro-4H-oxazolo[5,4-c]pyridin-5-yl)-butan-1-thione). RXN SMILES: C([Si](C)(C)[O:6][CH:7]([CH2:25][CH3:26])[C:8]([N:10]1[CH2:15][CH2:14][C:13]2[N:16]=[C:17]([C:19]3[CH:24]=[CH:23][CH:22]=[CH:21][CH:20]=3)[O:18][C:12]=2[CH2:11]1)=[S:9])(C)(C)C.C(O)(C(F)(F)F)=O>C(Cl)Cl>[OH:6][CH:7]([CH2:25][CH3:26])[C:8]([N:10]1[CH2:15][CH2:14][C:13]2[N:16]=[C:17]([C:19]3[CH:24]=[CH:23][CH:22]=[CH:21][CH:20]=3)[O:18][C:12]=2[CH2:11]1)=[S:9]. Procedure: 310.00 mg (744 μmol) 2-(tert-butyl-dimethyl-silanyloxy)-1-(2-phenyl-6,7-dihydro-4H-oxazolo[5,4-c]pyridin-5-yl)-butan-1-thione are placed in 10 mL DCM, 2.50 mL TFA are added and the mixture is stirred for 4 h at RT. The solvent of the reaction mixture is eliminated in vacuo and the residue is purified on silica gel. (Eluant: cyclohexane/EA). Reactants: [Br-], CC1(C)CCCC(C)(C)N1O, [O-]Cl, ClCCl, CC1(C)OCc2cc(F)cc(CO)c2O1, [K+], [Na+], [Na+], O=C([O-])O, O. Yields the product CC1(C)OCc2cc(F)cc(C=O)c2O1. Reaction SMILES: [Br-:27].[CH3:16][C:17]1([CH3:26])[N:18]([O:19])[C:20]([CH3:21])([CH3:22])[CH2:23][CH2:24][CH2:25]1.[Cl:29][O-:30].[Cl:37][CH2:38][Cl:39].[F:1][c:2]1[cH:3][c:4]2[c:5]([c:12]([CH2:14][OH:15])[cH:13]1)[O:6][C:7]([CH3:10])([CH3:11])[O:8][CH2:9]2.[K+:28].[Na+:31].[Na+:36].[O-:32][C:33]([OH:34])=[O:35].[OH2:40]>>[F:1][c:2]1[cH:3][c:4]2[c:5]([c:12]([CH:14]=[O:15])[cH:13]1)[O:6][C:7]([CH3:10])([CH3:11])[O:8][CH2:9]2.